From a dataset of the Open Reaction Database (ORD), a public repository of structured organic reaction records. describe an organic reaction: reactants, conditions, products, and yield Reactants: C(C)(=O)Br (acetyl bromide), C(=O)([O-])[O-].[K+].[K+] (K2CO3), OC(CN1C(C2=CC=C(C=C2C(=C1C#N)C1=CC=CC=C1)OC)=O)CO (2-(2,3-dihydroxypropyl)-6-methoxy-1-oxo-4-phenyl-1,2-dihydroisoquinoline-3-carbonitrile), CC1=CC=C(C=C1)S(=O)(=O)[O-].C1=CC=[NH+]C=C1 (PPTS), C(C)(OC)(OC)OC (trimethyl orthoacetate). Run in C(Cl)Cl (CH2Cl2). Reaction conditions: time 3.5 hour. Yields the product COC=1C=C2C(=C(N(C(C2=CC1)=O)CC1OC1)C#N)C1=CC=CC=C1 (6-methoxy-2-(oxiran-2-ylmethyl)-1-oxo-4-phenyl-1,2-dihydroiso-quinoline-3-carbonitrile). As a reaction SMILES: O[CH:2]([CH2:25][OH:26])[CH2:3][N:4]1[C:13]([C:14]#[N:15])=[C:12]([C:16]2[CH:21]=[CH:20][CH:19]=[CH:18][CH:17]=2)[C:11]2[C:6](=[CH:7][CH:8]=[C:9]([O:22][CH3:23])[CH:10]=2)[C:5]1=[O:24].CC1C=CC(S([O-])(=O)=O)=CC=1.C1C=C[NH+]=CC=1.C(OC)(OC)(OC)C.C(Br)(=O)C.C([O-])([O-])=O.[K+].[K+]>C(Cl)Cl>[CH3:23][O:22][C:9]1[CH:10]=[C:11]2[C:6](=[CH:7][CH:8]=1)[C:5](=[O:24])[N:4]([CH2:3][CH:2]1[CH2:25][O:26]1)[C:13]([C:14]#[N:15])=[C:12]2[C:16]1[CH:17]=[CH:18][CH:19]=[CH:20][CH:21]=1 |f:1.2,5.6.7|. Procedure: To a room temperature suspension of diol 89 (352 mg, 1 mmol) and PPTS (12 mg, 0.05 mmol) in CH2Cl2 (10 mL) was added trimethyl orthoacetate (0.153 mL, 1.2 mmol). A clear solution resulted within 2 minutes. After stirring at RT for 3.5 h the reaction mixture was concentrated. The residue was dissolved in CH2Cl2 (10 mL) and acetyl bromide (0.089 mL, 1.2 mmol) added. After stirring at RT for 1.5 h the reaction mixture was concentrated. The residue was taken up in 2 mL MeOH (2 mL) to give an orange-... Reactants: [OH-].[K+] (potassium hydroxide), C(C)(=O)NC1=C(C=C(C=C1)OCC)OCC (N-acetyl-2,4-diethoxyaniline), BrC1=CC=CC=C1 (bromobenzene), C([O-])([O-])=O.[K+].[K+] (potassium carbonate). The reagents and catalysts are [Cu] (copper), II (iodine). Solvent: C(CC(C)C)O (isoamylalcohol), C1(=CC=CC=C1)C (toluene). Yields the product C1(=CC=CC=C1)NC1=C(C=C(C=C1)OCC)OCC (N-phenyl-2,4-di-ethoxyaniline). The yield is 70.0%. RXN SMILES: [C:1]([NH:4][C:5]1[CH:10]=[CH:9][C:8]([O:11][CH2:12][CH3:13])=[CH:7][C:6]=1[O:14][CH2:15][CH3:16])(=O)[CH3:2].Br[C:18]1[CH:23]=CC=[CH:20][CH:19]=1.C(=O)([O-])[O-].[K+].[K+].[OH-].[K+]>[Cu].II.C1(C)C=CC=CC=1.C(O)CC(C)C>[C:1]1([NH:4][C:5]2[CH:10]=[CH:9][C:8]([O:11][CH2:12][CH3:13])=[CH:7][C:6]=2[O:14][CH2:15][CH3:16])[CH:20]=[CH:19][CH:18]=[CH:23][CH:2]=1 |f:2.3.4,5.6|. Procedure: To a mixture of 66.9 g of N-acetyl-2,4-diethoxyaniline and 70.7 g of bromobenzene, 29 g of anhydrous potassium carbonate, 2.1 g of copper powder and 0.8 g of iodine were added, and the mixture was reacted at a temperature of from 170° to 180° C. for 20 hours. Then, to this reaction mixture, 30 g of potassium hydroxide and 100 ml of isoamylalcohol were added, and the mixture was reacted at a temperature from 120° to 130° C. for 3 hours. Then, 300 ml of toluene was added thereto. The toluene layer... Starting materials: ClC1=NC2=CC=CC=C2C=C1O (2-chloroquinolin-3-ol), C1(=CC=CC=C1)C (PhMe). Solvent: CS(=O)C (DMSO). Product: C(=C)C1=NC2=CC=CC=C2C=C1O (2-Vinylquinolin-3-ol). As a reaction SMILES: Cl[C:2]1[C:11]([OH:12])=[CH:10][C:9]2[C:4](=[CH:5][CH:6]=[CH:7][CH:8]=2)[N:3]=1.[C:13]1(C)C=CC=C[CH:14]=1>CS(C)=O>[CH:13]([C:2]1[C:11]([OH:12])=[CH:10][C:9]2[C:4](=[CH:5][CH:6]=[CH:7][CH:8]=2)[N:3]=1)=[CH2:14]. Procedure: 2-Vinylquinolin-3-ol was prepared from 2-chloroquinolin-3-ol according to the procedure described for Example 6, Step 5 using 10:1 PhMe:DMSO as solvent. LCMS (M+H)+=172.0. Starting materials: FC1=CC=C(C=O)C=C1 (4-fluorobenzaldehyde), CC(C)(C)[N+](=O)[O-] (1,1-dimethylnitroethane), C(C)(=O)O (acetic acid). Reagents/catalysts: [Zn] (zinc). The solvent is C(C)O (ethanol). Product: FC1=CC=C(C=C1)C=[N+]([O-])C(C)(C)C (α-(4-fluorophenyl)-N-t-butylnitrone). Reaction SMILES: [F:1][C:2]1[CH:9]=[CH:8][C:5]([CH:6]=O)=[CH:4][CH:3]=1.[CH3:10][C:11]([N+:14]([O-])=[O:15])([CH3:13])[CH3:12].C(O)(=O)C>C(O)C.[Zn]>[F:1][C:2]1[CH:9]=[CH:8][C:5]([CH:6]=[N+:14]([C:11]([CH3:13])([CH3:12])[CH3:10])[O-:15])=[CH:4][CH:3]=1. Reported procedure: To a suspension of 4-fluorobenzaldehyde (325.0 mg, 2.62 mmol), 1,1-dimethylnitroethane (542.3 mg, 5.26 mmol) and zinc (516.0 mg, 7.89 mmol) in ethanol (3.0 ml) was added acetic acid (941.7 mg, 15.7 mmol) dropwise at 5° C. while stirring. The mixture was stirred at room temperature for 4.5 hours. Zinc acetate in the mixture was filtered off and the filtrate was concentrated and purified by silica gel chromatography (hexane/ethyl acetate=2/1-1/1). Starting materials: ClC1=C(C(=CC=C1)Cl)C1=CC2=C(N=C(N=C2)S(=O)(=O)C)N(C1=O)C (6-(2,6-Dichlorophenyl)-2-methanesulfonyl-8-methyl-8H-pyrido[2,3-d]pyrimidin-7-one), CC=1C=C(N)C=CC1OC (3-methyl-4-methoxyaniline). Run in CCOCC (Ether). Reaction conditions: temperature 165 celsius. Yields the product ClC1=C(C(=CC=C1)Cl)C1=CC2=C(N=C(N=C2)NC2=CC(=C(C=C2)OC)C)N(C1=O)C (6-(2,6-Dichlorophenyl)-2-(4-methoxy-3-methylphenylamino)-8-methyl-8H-pyrido[2,3-d]pyrimidin-7-one). Reaction SMILES: [Cl:1][C:2]1[CH:7]=[CH:6][CH:5]=[C:4]([Cl:8])[C:3]=1[C:9]1[C:22](=[O:23])[N:21]([CH3:24])[C:12]2[N:13]=[C:14](S(C)(=O)=O)[N:15]=[CH:16][C:11]=2[CH:10]=1.[CH3:25][C:26]1[CH:27]=[C:28]([CH:30]=[CH:31][C:32]=1[O:33][CH3:34])[NH2:29]>CCOCC>[Cl:1][C:2]1[CH:7]=[CH:6][CH:5]=[C:4]([Cl:8])[C:3]=1[C:9]1[C:22](=[O:23])[N:21]([CH3:24])[C:12]2[N:13]=[C:14]([NH:29][C:28]3[CH:30]=[CH:31][C:32]([O:33][CH3:34])=[C:26]([CH3:25])[CH:27]=3)[N:15]=[CH:16][C:11]=2[CH:10]=1. Procedure: A mixture of 0.113 g (0.29 mmol) of 6-(2,6-dichlorophenyl)-2-methanesulfonyl-8-methyl-8H-pyrido[2,3-d]pyrimidin-7-one of Example 39 and 0.40 g (2.90 mmol) of 3-methyl-4-methoxyaniline was heated, with stirring, in a 165° C. oil bath. The resulting solution was heated for 5 minutes and cooled to room temperature. Ether (1 mL) was added. The crystals that developed were filtered and washed with 2 mL of ether; wt 0.109 g. The solid was purified to remove dark colors by silica gel chromatography, el... Starting materials: C(CCC=C)[C@@H]1CC[C@H](CC1)C(=O)O (trans-4-(4-pentenyl)cyclohexanecarboxylic acid), C(C)OC1=CC=C(C=C1)O (p-ethoxyphenol), C1(CCCCC1)N=C=NC1CCCCC1 (dicyclohexylcarbodiimide). The reagents and catalysts are CN(C1=CC=NC=C1)C (4-(dimethylamino)pyridine). Run in C(C)OCC (diethyl ether), C(Cl)Cl (methylene chloride). Reaction conditions: time 20 hour. The product is ethyl acetate petroleum ether, C(C)OC1=CC=C(C=C1)OC(=O)[C@@H]1CC[C@H](CC1)CCCC=C (trans-4-(4-pentenyl)cyclohexanecarboxylic acid p-ethoxyphenyl ester). Yield: 83.5%. Reaction SMILES: [CH2:1]([C@H:6]1[CH2:11][CH2:10][C@H:9]([C:12]([OH:14])=[O:13])[CH2:8][CH2:7]1)[CH2:2][CH2:3][CH:4]=[CH2:5].[CH2:15]([O:17][C:18]1[CH:23]=[CH:22][C:21](O)=[CH:20][CH:19]=1)[CH3:16].C1(N=C=NC2CCCCC2)CCCCC1>CN(C)C1C=CN=CC=1.C(Cl)Cl.C(OCC)C>[CH2:15]([O:17][C:18]1[CH:23]=[CH:22][C:21]([O:13][C:12]([C@H:9]2[CH2:8][CH2:7][C@H:6]([CH2:1][CH2:2][CH2:3][CH:4]=[CH2:5])[CH2:11][CH2:10]2)=[O:14])=[CH:20][CH:19]=1)[CH3:16]. Procedure details: A mixture of 520 mg of trans-4-(4-pentenyl)cyclohexanecarboxylic acid, 439.4 mg of p-ethoxyphenol, 765.5 mg of dicyclohexylcarbodiimide and 45 mg of 4-(dimethylamino)pyridine were dissolved in 80 ml of methylene chloride and the solution was stirred at room temperature for 20 hours. Subsequently, the reaction mixture was diluted with diethyl ether, the precipitated urea was filtered off and the filtrate was concentrated. The residue was taken up in hexane and the solution was washed with dilute ... RXN SMILES: [CH3:1][N:2]([C:3](=[O:4])[O:5][CH3:6])[CH2:7][CH2:8][c:9]1[cH:10][c:11]2[c:12]([S:18](=[O:19])(=[O:20])[c:21]3[cH:22][cH:23][cH:24][cH:25][cH:26]3)[n:13][nH:14][c:15]2[cH:16][cH:17]1.[CH3:27][O:28][C:29](=[O:30])[N:31]([CH2:32][CH2:33][c:34]1[cH:35][cH:36][c:37]([NH2:38])[c:39]([CH2:40][S:41]([c:42]2[cH:43][cH:44][cH:45][cH:46][cH:47]2)(=[O:48])=[O:49])[cH:50]1)[CH3:51]>>[CH3:1][NH:2][CH2:7][CH2:8][c:9]1[cH:10][c:11]2[c:12]([S:18](=[O:19])(=[O:20])[c:21]3[cH:22][cH:23][cH:24][cH:25][cH:26]3)[n:13][nH:14][c:15]2[cH:16][cH:17]1. Starting materials: COC(=O)N(C)CCc1ccc2[nH]nc(S(=O)(=O)c3ccccc3)c2c1, COC(=O)N(C)CCc1ccc(N)c(CS(=O)(=O)c2ccccc2)c1. The product is CNCCc1ccc2[nH]nc(S(=O)(=O)c3ccccc3)c2c1.